From a dataset of the Open Reaction Database (ORD), a public repository of structured organic reaction records. describe an organic reaction: reactants, conditions, products, and yield Reactants: O=C([O-])[O-], Cc1cc(N(C)C)c2cc(N)ccc2n1, Clc1nc(Cl)nc(Cl)n1, [K+], [K+], C1CCOC1. The product is Cc1cc(N(C)C)c2cc(Nc3nc(Cl)nc(Cl)n3)ccc2n1. As a reaction SMILES: [C:25](=[O:26])([O-:27])[O-:28].[CH3:1][N:2]([c:3]1[cH:4][c:5]([CH3:14])[n:6][c:7]2[cH:8][cH:9][c:10]([NH2:13])[cH:11][c:12]12)[CH3:15].[Cl:16][c:17]1[n:18][c:19]([Cl:24])[n:20][c:21]([Cl:23])[n:22]1.[K+:29].[K+:30].[O:31]1[CH2:32][CH2:33][CH2:34][CH2:35]1>>[CH3:1][N:2]([c:3]1[cH:4][c:5]([CH3:14])[n:6][c:7]2[cH:8][cH:9][c:10]([NH:13][c:21]3[n:20][c:19]([Cl:24])[n:18][c:17]([Cl:16])[n:22]3)[cH:11][c:12]12)[CH3:15]. The reactants are CC1(CC2(C(NC(N2)=O)=O)CC(N1C)(C)C)C (7,7,8,9,9-pentamethyl-1,3,8-triazaspiro[4.5]-decane-2,4-dione), O1C(COCC(OCC2CO2)COCC2CO2)C1 (glycerol tris(2,3-epoxypropyl)ether), [OH-].[K+] (potassium hydroxide). Run in CO (methanol). Product: OC(COCC(OCC(CN1C(NC2(C1=O)CC(N(C(C2)(C)C)C)(C)C)=O)O)COCC(CN2C(NC1(C2=O)CC(N(C(C1)(C)C)C)(C)C)=O)O)CN1C(NC2(C1=O)CC(N(C(C2)(C)C)C)(C)C)=O (Glycerol tris[2-hydroxy-3-(7,7,8,9,9-pentamethyl-2,4-dioxo-1,3,8-triazaspiro[4.5]dec-3-yl)propyl]ether). RXN SMILES: [CH3:1][C:2]1([CH3:17])[N:13]([CH3:14])[C:12]([CH3:16])([CH3:15])[CH2:11][C:4]2([NH:8][C:7](=[O:9])[NH:6][C:5]2=[O:10])[CH2:3]1.[O:18]1[CH2:35][CH:19]1[CH2:20][O:21][CH2:22][CH:23]([CH2:29][O:30][CH2:31][CH:32]1[O:34][CH2:33]1)[O:24][CH2:25][CH:26]1[O:28][CH2:27]1.[OH-:36].[K+]>CO>[OH:18][CH:19]([CH2:35][N:6]1[C:5](=[O:10])[C:4]2([CH2:3][C:2]([CH3:17])([CH3:1])[N:13]([CH3:14])[C:12]([CH3:16])([CH3:15])[CH2:11]2)[NH:8][C:7]1=[O:9])[CH2:20][O:21][CH2:22][CH:23]([CH2:29][O:30][CH2:31][CH:32]([OH:34])[CH2:33][N:6]1[C:5](=[O:36])[C:4]2([CH2:3][C:2]([CH3:1])([CH3:17])[N:13]([CH3:14])[C:12]([CH3:16])([CH3:15])[CH2:11]2)[NH:8][C:7]1=[O:9])[O:24][CH2:25][CH:26]([OH:28])[CH2:27][N:6]1[C:5](=[O:10])[C:4]2([CH2:3][C:2]([CH3:17])([CH3:1])[N:13]([CH3:14])[C:12]([CH3:16])([CH3:15])[CH2:11]2)[NH:8][C:7]1=[O:9] |f:2.3|. Procedure: 12.0 g of 7,7,8,9,9-pentamethyl-1,3,8-triazaspiro[4.5]-decane-2,4-dione, 4.1 g of glycerol tris(2,3-epoxypropyl)ether and 1.1 g of potassium hydroxide were reacted in 80 ml of methanol, following substantially the same procedure as in Example 1. The desired Compound No. 177 was obtained in the form of a white powder, having an Rf value of 0.45 on thin-layer chromatography on silica gel using a 4:4:4:1:1 by volume mixture of benzene, ethyl acetate, chloroform, methanol and triethylamine as develo... The product is O=C1NC2CCCCC2NC(CN(CCNC1)CCO)=O (3,10-dioxo-8-(2'-hydroxyethyl)-2,5,8,11-tetraaza-bicyclo[10,4,0]hexadecane). The solvent is C(C)#N (acetonitrile). The reactants are ClCC(=O)N[C@H]1[C@@H](CCCC1)NC(CCl)=O (N,N'-bis(chloroacetyl)-trans-1,2-diaminocyclohexane), C([O-])([O-])=O.[Na+].[Na+] (sodium carbonate), NCCNCCO (2-(2-aminoethylamino)ethanol), C([O-])([O-])=O.[Na+].[Na+] (sodium carbonate). Procedure details: Into a 5 l. erlenmeyer flask containing 5 l. of anhydrous acetonitrile was placed 17.4 g. (65 mmol.) of N,N'-bis(chloroacetyl)-trans-1,2-diaminocyclohexane (see Example 2), 6.8 g. (65 mmol.) of 2-(2-aminoethylamino)ethanol and 130 g. (1.23 mmol.) of sodium carbonate. The reaction mixture was heated at 82° C. under nitrogen for 50 hours. After eliminating sodium carbonate by filtration, acetonitrile was eliminated under vacuum until the volume was reduced to 500 ml. A precipitate formed immediate... Reaction SMILES: Cl[CH2:2][C:3]([NH:5][C@@H:6]1[CH2:11][CH2:10][CH2:9][CH2:8][C@H:7]1[NH:12][C:13](=[O:16])[CH2:14]Cl)=[O:4].[NH2:17][CH2:18][CH2:19][NH:20][CH2:21][CH2:22][OH:23].C(=O)([O-])[O-].[Na+].[Na+]>C(#N)C>[O:16]=[C:13]1[CH2:14][NH:17][CH2:18][CH2:19][N:20]([CH2:21][CH2:22][OH:23])[CH2:2][C:3](=[O:4])[NH:5][CH:6]2[CH:7]([CH2:8][CH2:9][CH2:10][CH2:11]2)[NH:12]1 |f:2.3.4|. Reaction conditions: temperature 82 celsius.